Dataset: the Open Reaction Database (ORD), a public repository of structured organic reaction records. Task: describe an organic reaction: reactants, conditions, products, and yield Reactants: O, O=[N+]([O-])O, O=S(=O)(O)O, BrCCCc1ccccc1. Product: O=[N+]([O-])c1ccc(CCCBr)cc1. Reaction SMILES: [OH2:20].[OH:6][N+:7]([O-:8])=[O:9].[S:1](=[O:2])(=[O:3])([OH:4])[OH:5].[c:10]1([CH2:16][CH2:17][CH2:18][Br:19])[cH:11][cH:12][cH:13][cH:14][cH:15]1>>[O-:6][N+:7](=[O:9])[c:13]1[cH:12][cH:11][c:10]([CH2:16][CH2:17][CH2:18][Br:19])[cH:15][cH:14]1.